Dataset: the Open Reaction Database (ORD), a public repository of structured organic reaction records. Task: describe an organic reaction: reactants, conditions, products, and yield Reactants: COC(=O)COc1cccc2c1c(C(=O)C(N)=O)c(C)n2Cc1ccc(-c2ccccc2)cc1, CO, [Na+], [Na], [OH-]. Yields the product Cc1c(C(=O)C(N)=O)c2c(OCC(=O)O)cccc2n1Cc1ccc(-c2ccccc2)cc1. As a reaction SMILES: [CH3:1][O:2][C:3]([CH2:4][O:5][c:6]1[c:7]2[c:8]([C:29]([C:30](=[O:31])[NH2:32])=[O:33])[c:9]([CH3:28])[n:10]([CH2:15][c:16]3[cH:17][cH:18][c:19](-[c:22]4[cH:23][cH:24][cH:25][cH:26][cH:27]4)[cH:20][cH:21]3)[c:11]2[cH:12][cH:13][cH:14]1)=[O:34].[CH3:35][OH:36].[Na+:39].[Na:37].[OH-:38]>>[O:2]=[C:3]([CH2:4][O:5][c:6]1[c:7]2[c:8]([C:29]([C:30](=[O:31])[NH2:32])=[O:33])[c:9]([CH3:28])[n:10]([CH2:15][c:16]3[cH:17][cH:18][c:19](-[c:22]4[cH:23][cH:24][cH:25][cH:26][cH:27]4)[cH:20][cH:21]3)[c:11]2[cH:12][cH:13][cH:14]1)[OH:34].